This data is from the Open Reaction Database (ORD), a public repository of structured organic reaction records. The task is: describe an organic reaction: reactants, conditions, products, and yield Reactants: FC1=CC=C(C=C1)CC(=O)O ((4-fluoro-phenyl)-acetic acid), C(=O)(N1C=NC=C1)N1C=NC=C1 (1,1′carbonyldiimidazole), Cl.NCC1=C2C(N(C(=NC2=CC=C1)C)C1C(NC(CC1)=O)=O)=O (3-(5-aminomethyl-2-methyl-4-oxo-4H-quinazolin-3-yl)-piperidine-2,6-dione hydrogen chloride). Solvent: CN(C)C=O (DMF). Run at time 1 hour. The product is O=C1NC(CCC1N1C(=NC2=CC=CC(=C2C1=O)CNC(CC1=CC=C(C=C1)F)=O)C)=O (N-[3-(2,6-dioxo-piperidin-3-yl)-2-methyl-4-oxo-3,4-dihydro-quinazolin-5-ylmethyl]-2-(4-fluoro-phenyl)-acetamide). The yield is 73.3%. Reaction SMILES: [F:1][C:2]1[CH:7]=[CH:6][C:5]([CH2:8][C:9]([OH:11])=O)=[CH:4][CH:3]=1.C(N1C=CN=C1)(N1C=CN=C1)=O.Cl.[NH2:25][CH2:26][C:27]1[CH:36]=[CH:35][CH:34]=[C:33]2[C:28]=1[C:29](=[O:46])[N:30]([CH:38]1[CH2:43][CH2:42][C:41](=[O:44])[NH:40][C:39]1=[O:45])[C:31]([CH3:37])=[N:32]2>CN(C=O)C>[O:45]=[C:39]1[CH:38]([N:30]2[C:29](=[O:46])[C:28]3[C:33](=[CH:34][CH:35]=[CH:36][C:27]=3[CH2:26][NH:25][C:9](=[O:11])[CH2:8][C:5]3[CH:4]=[CH:3][C:2]([F:1])=[CH:7][CH:6]=3)[N:32]=[C:31]2[CH3:37])[CH2:43][CH2:42][C:41](=[O:44])[NH:40]1 |f:2.3|. Reported procedure: To a stirred solution of (4-fluoro-phenyl)-acetic acid (0.23 g, 1.5 mmol) in DMF (8 mL) in a 40° C. oil bath, was added 1,1′carbonyldiimidazole (0.26 g, 1.6 mmol) and stirred for one hour. To the mixture, 3-(5-aminomethyl-2-methyl-4-oxo-4H-quinazolin-3-yl)-piperidine-2,6-dione hydrogen chloride (0.49 g, 1.5 mmol) was added, and the mixture was stirred for 15 minutes. The solvent was evaporated, and the residue was purified by flash column chromatography (Silica gel, methanol/methylene chloride 4... Yields the product C(C)OC(=O)N[C@@H]([C@@H](C(=O)OC)O)C1=CC=CC=C1 ((−)-(2S,3R)-Methyl 3-(ethoxycarbonylamino)-2-hydroxy-3-phenylpropanoate). Reactants: C(C)OC(=O)NC(C(C(=O)OC)O)C1=CC=CC=C1 ((±)-(2RS,3SR)-Methyl 3-(ethoxycarbonylamino)-2-hydroxy-3-phenylpropanoate), C(C)OC(=O)NC(C(=O)OC)C(C1=CC=CC=C1)O ((±)-(2RS,3SR)-Methyl 2-(ethoxycarbonylamino)-3-hydroxy-3-phenylpropanoate). Procedure details: (±)-(2RS,3SR)-Methyl 3-(ethoxycarbonylamino)-2-hydroxy-3-phenylpropanoate ((±)-21a) and (±)-(2RS,3SR)-Methyl 2-(ethoxycarbonylamino)-3-hydroxy-3-phenylpropanoate ((±)-21 b). As a reaction SMILES: [CH2:1]([O:3][C:4]([NH:6][CH:7]([C:14]1[CH:19]=[CH:18][CH:17]=[CH:16][CH:15]=1)[CH:8]([OH:13])[C:9]([O:11][CH3:12])=[O:10])=[O:5])[CH3:2].C(OC(NC(C(O)C1C=CC=CC=1)C(OC)=O)=O)C>>[CH2:1]([O:3][C:4]([NH:6][C@H:7]([C:14]1[CH:19]=[CH:18][CH:17]=[CH:16][CH:15]=1)[C@H:8]([OH:13])[C:9]([O:11][CH3:12])=[O:10])=[O:5])[CH3:2].